This data is from the Open Reaction Database (ORD), a public repository of structured organic reaction records. The task is: describe an organic reaction: reactants, conditions, products, and yield Starting materials: Cc1oc(-c2ccc(Br)cc2)nc1CCC1SCCCS1, ClCCl, O. Product: Cc1oc(-c2ccc(Br)cc2)nc1CCC=O. As a reaction SMILES: [Br:1][c:2]1[cH:3][cH:4][c:5](-[c:8]2[o:9][c:10]([CH3:21])[c:11]([CH2:13][CH2:14][CH:15]3[S:16][CH2:17][CH2:18][CH2:19][S:20]3)[n:12]2)[cH:6][cH:7]1.[Cl:22][CH2:23][Cl:24].[OH2:25]>>[Br:1][c:2]1[cH:3][cH:4][c:5](-[c:8]2[o:9][c:10]([CH3:21])[c:11]([CH2:13][CH2:14][CH:15]=[O:25])[n:12]2)[cH:6][cH:7]1. The reactants are ClCCl, COc1ccc(C(C(F)(F)F)C(F)(F)F)cc1, O. Product: COc1ccc(C(C(F)(F)F)C(F)(F)F)cc1C=O. Reaction SMILES: [Cl:19][CH2:20][Cl:21].[F:1][C:2]([CH:3]([C:4]([F:5])([F:6])[F:7])[c:8]1[cH:9][cH:10][c:11]([O:14][CH3:15])[cH:12][cH:13]1)([F:16])[F:17].[OH2:18]>>[F:1][C:2]([CH:3]([C:4]([F:5])([F:6])[F:7])[c:8]1[cH:9][c:10]([CH:20]=[O:18])[c:11]([O:14][CH3:15])[cH:12][cH:13]1)([F:16])[F:17]. The reactants are COC1=CC=C(CN2N=CC(=C2)C(C(F)Br)=O)C=C1 (1-(1-(4-methoxybenzyl)-1H-pyrazol-4-yl)-2-bromo-2-fluoroethanone), CC1=CC=CC(=N1)NC(=S)N (1-(6-methylpyridin-2-yl)thiourea). The solvent is CC(=O)C (acetone). Yields the product COC1=CC=C(CN2N=CC(=C2)C=2N=C(SC2F)NC2=NC(=CC=C2)C)C=C1 (N-(4-(1-(4-methoxybenzyl)-1H-pyrazol-4-yl)-5-fluorothiazol-2-yl)-6-methylpyridin-2-amine). The yield is 92.3%. RXN SMILES: [CH3:1][O:2][C:3]1[CH:19]=[CH:18][C:6]([CH2:7][N:8]2[CH:12]=[C:11]([C:13](=O)[CH:14](Br)[F:15])[CH:10]=[N:9]2)=[CH:5][CH:4]=1.[CH3:20][C:21]1[N:26]=[C:25]([NH:27][C:28]([NH2:30])=[S:29])[CH:24]=[CH:23][CH:22]=1>CC(C)=O>[CH3:1][O:2][C:3]1[CH:19]=[CH:18][C:6]([CH2:7][N:8]2[CH:12]=[C:11]([C:13]3[N:30]=[C:28]([NH:27][C:25]4[CH:24]=[CH:23][CH:22]=[C:21]([CH3:20])[N:26]=4)[S:29][C:14]=3[F:15])[CH:10]=[N:9]2)=[CH:5][CH:4]=1. Procedure: According to Scheme 6 Step 3: A solution of 1-(1-(4-methoxybenzyl)-1H-pyrazol-4-yl)-2-bromo-2-fluoroethanone (0.26 mmol, 110 mg) and of 1-(6-methylpyridin-2-yl)thiourea (0.26 mmol, 44 mg) in acetone (3 mL) was stirred at 50° C. for 5 hours. A precipitate was formed, was filtered and was washed with Et2O to yield N-(4-(1-(4-methoxybenzyl)-1H-pyrazol-4-yl)-5-fluorothiazol-2-yl)-6-methylpyridin-2-amine (0.24 mmol, 95 mg, 92%) as a beige solid. Starting materials: C1CNCC2N1C1=CC=CC=C1NC2=O (2,3,4,4a-tetrahydro-1H-pyrazino[1,2-a]quinoxalin-5(6H)-one), [I-].[K+] (potassium iodide), N1=CC=C(C=C1)CCCCl (3-(4-pyridyl)-1-chloropropane), C([O-])([O-])=O.[K+].[K+] (potassium carbonate). The solvent is CC(=O)C (acetone), C(C)N(CC)CC (triethylamine). Yields the product N1=CC=C(C=C1)CCCN1CC2N(C3=CC=CC=C3NC2=O)CC1 (2,3,4,4a-Tetrahydro-3-[3-(4-Pyridinyl)Propyl]-1H-Pyrazino[1,2-a]Quinoxalin-5-(6H)-One). As a reaction SMILES: [CH2:1]1[N:6]2[C:7]3[C:12]([NH:13][C:14](=[O:15])[CH:5]2[CH2:4][NH:3][CH2:2]1)=[CH:11][CH:10]=[CH:9][CH:8]=3.[N:16]1[CH:21]=[CH:20][C:19]([CH2:22][CH2:23][CH2:24]Cl)=[CH:18][CH:17]=1.C(=O)([O-])[O-].[K+].[K+].[I-].[K+]>CC(C)=O.C(N(CC)CC)C>[N:16]1[CH:21]=[CH:20][C:19]([CH2:22][CH2:23][CH2:24][N:3]2[CH2:2][CH2:1][N:6]3[C:7]4[C:12]([NH:13][C:14](=[O:15])[CH:5]3[CH2:4]2)=[CH:11][CH:10]=[CH:9][CH:8]=4)=[CH:18][CH:17]=1 |f:2.3.4,5.6|. Procedure details: A solution of 6.1 g. (0.03 mole) of 2,3,4,4a-tetrahydro-1H-pyrazino[1,2-a]quinoxalin-5(6H)-one, 6.3 g. (0.04 mole) of 3-(4-pyridyl)-1-chloropropane, 10 g. of potassium carbonate, 5 g. of potassium iodide and 0.5 ml. of triethylamine was stirred and refluxed in 200 ml. of acetone for 48 hours, then cooled and filtered. The solvent was removed, and the residue was dissolved in ethanol-ether and treated with dry hydrogen chloride saturated ether. The product hyrochloride was filtered and recrystall... Reagents/catalysts: IPr. Conditions: temperature 90 celsius, time 16 hour. Starting materials: COc2ccc1cc([Si](C)(C)C)ccc1c2 (substrate), Cn2cnc1ccccc12 (effective_coupling_partner). Yields the product Cn4c(c2ccc1cc([Si](C)(C)C)ccc1c2)nc3ccccc34.